From a dataset of the Open Reaction Database (ORD), a public repository of structured organic reaction records. describe an organic reaction: reactants, conditions, products, and yield The reactants are CCN1CC=C(c2cccc(OC(C)C)c2)CC1, CCO. Product: CCN1CCC(c2cccc(OC(C)C)c2)CC1. Reaction SMILES: [CH2:1]([CH3:2])[N:3]1[CH2:4][CH2:5][C:6]([c:9]2[cH:10][c:11]([O:15][CH:16]([CH3:17])[CH3:18])[cH:12][cH:13][cH:14]2)=[CH:7][CH2:8]1.[CH3:19][CH2:20][OH:21]>>[CH2:1]([CH3:2])[N:3]1[CH2:4][CH2:5][CH:6]([c:9]2[cH:10][c:11]([O:15][CH:16]([CH3:17])[CH3:18])[cH:12][cH:13][cH:14]2)[CH2:7][CH2:8]1. The reactants are C([O-])([O-])=O.[K+].[K+] (potassium carbonate), BrCC(=C)C (3-bromo-2-methyl-propene), COC(C1=CC(=CC(=C1)O)OCC=C)=O (3-allyloxy-5-hydroxy-benzoic acid methyl ester), OC=1C=C(C(=O)OC)C=C(C1)O (methyl 3,5-dihydroxybenzoate). Yields the product COC(C1=CC(=CC(=C1)OCC(=C)C)O)=O (3-Hydroxy-5-(2-methyl-allyloxy)-benzoic acid methyl ester), solid. Yield: 39.0%. As a reaction SMILES: [CH3:1][O:2][C:3](=[O:15])[C:4]1[CH:9]=[C:8]([OH:10])[CH:7]=[C:6]([O:11][CH2:12][CH:13]=[CH2:14])[CH:5]=1.O[C:17]1C=C(C=C(O)C=1)C(OC)=O.C(=O)([O-])[O-].[K+].[K+].BrCC(C)=C>>[CH3:1][O:2][C:3](=[O:15])[C:4]1[CH:5]=[C:6]([O:11][CH2:12][C:13]([CH3:17])=[CH2:14])[CH:7]=[C:8]([OH:10])[CH:9]=1 |f:2.3.4|. Procedure details: The title compound was prepared in a similar manner as described for Intermediate 1a, from methyl 3,5-dihydroxybenzoate (15.0 g, 89.2 mmol), potassium carbonate (24.7 g, 178.4 mmol) and 3-bromo-2-methyl-propene (9.0 mL, 89.2 mmol). Purification by column chromatography eluting with 15% EtOAc in hexanes gave a pale yellow solid (7.80 g, 39% yield). 1H NMR (400 MHz, CDCl3) δ 7.13-7.22 (m, 2 H) 6.66 (t, J=2.27 Hz, 1 H) 5.81 (s, 1 H) 5.06-5.16 (m, 1 H) 4.93-5.04 (m, 1 H) 4.44 (s, 2 H) 3.91 (s, 3 H) ... Starting materials: CC1CNCC(C)O1, CC(C)=O, [I-], COc1cc(C(C)C)c(Oc2cnc(NC(=O)CCl)nc2N)cc1I, [Na+]. The product is COc1cc(C(C)C)c(Oc2cnc(NC(=O)CN3CC(C)OC(C)C3)nc2N)cc1I. RXN SMILES: [CH3:26][CH:27]1[O:28][CH:29]([CH3:33])[CH2:30][NH:31][CH2:32]1.[CH3:36][C:37](=[O:38])[CH3:39].[I-:35].[NH2:1][c:2]1[n:3][c:4]([NH:21][C:22]([CH2:23][Cl:24])=[O:25])[n:5][cH:6][c:7]1[O:8][c:9]1[c:10]([CH:18]([CH3:19])[CH3:20])[cH:11][c:12]([O:16][CH3:17])[c:13]([I:15])[cH:14]1.[Na+:34]>>[NH2:1][c:2]1[n:3][c:4]([NH:21][C:22]([CH2:23][N:31]2[CH2:30][CH:29]([CH3:33])[O:28][CH:27]([CH3:26])[CH2:32]2)=[O:25])[n:5][cH:6][c:7]1[O:8][c:9]1[c:10]([CH:18]([CH3:19])[CH3:20])[cH:11][c:12]([O:16][CH3:17])[c:13]([I:15])[cH:14]1.